From a dataset of the Open Reaction Database (ORD), a public repository of structured organic reaction records. describe an organic reaction: reactants, conditions, products, and yield Starting materials: COC(=O)C1=Nc2cc(C)c(Cl)cc2C(=O)C1, CO, [Li+], [OH-], O. Product: Cc1cc2c(cc1Cl)C(=O)CC(C(=O)O)=N2. As a reaction SMILES: [CH3:1][O:2][C:3](=[O:4])[C:5]1=[N:6][c:7]2[cH:8][c:9]([CH3:17])[c:10]([Cl:16])[cH:11][c:12]2[C:13](=[O:15])[CH2:14]1.[CH3:20][OH:21].[Li+:18].[OH-:19].[OH2:22]>>[O:2]=[C:3]([OH:4])[C:5]1=[N:6][c:7]2[cH:8][c:9]([CH3:17])[c:10]([Cl:16])[cH:11][c:12]2[C:13](=[O:15])[CH2:14]1. Reactants: C(CCCCCCCCCCC)NC([C@@H](N)C)=O (L-alanine laurylamide), [OH-].[Na+] (sodium hydroxide), C(C=1C(O)=CC=CC1)=O (salicylaldehyde), [BH4-].[Na+] (sodium borohydride), C(C=1C(O)=CC=CC1)=O (salicylaldehyde), [BH4-].[Na+] (sodium borohydride). The solvent is CO (methanol). Conditions: time 1 hour. Yields the product C(CCCCCCCCCCC)NC([C@@H](NCC1=C(C=CC=C1)O)C)=O (N-(2-hydroxybenzyl)-L-alanine laurylamide). As a reaction SMILES: [CH2:1]([NH:13][C:14](=[O:18])[C@H:15]([CH3:17])[NH2:16])[CH2:2][CH2:3][CH2:4][CH2:5][CH2:6][CH2:7][CH2:8][CH2:9][CH2:10][CH2:11][CH3:12].[OH-].[Na+].[CH:21](=O)[C:22]1[C:23](=[CH:25][CH:26]=[CH:27][CH:28]=1)[OH:24].[BH4-].[Na+]>CO>[CH2:1]([NH:13][C:14](=[O:18])[C@H:15]([CH3:17])[NH:16][CH2:21][C:22]1[CH:28]=[CH:27][CH:26]=[CH:25][C:23]=1[OH:24])[CH2:2][CH2:3][CH2:4][CH2:5][CH2:6][CH2:7][CH2:8][CH2:9][CH2:10][CH2:11][CH3:12] |f:1.2,4.5|. Procedure: L-alanine laurylamide (2.5 g) and 1 g of sodium hydroxide were dissolved in 20 ml of methanol, and 1.0 ml of salicylaldehyde and 0.1 g of sodium borohydride were added thereto in this order. After the mixture was stirred for 1 hour, 1.0 ml of salicylaldehyde and 0.1 g of sodium borohydride were added thereto again in this order. The mixture was stirred overnight at room temperature, and the insoluble matter was then separated through filtration. The filtrate was adjusted to a pH of 7 with hydroc... Procedure details: To a nitrogen purged flask containing 4-trifluoromethylphenyl boronic acid (76.6 g, 403 mmol), [1,1′-bis(di-tert-butylphosphino)ferrocene]dichloropalladium(II) (6.07 g, 9.31 mmol), and potassium carbonate (83.6 g, 605 mmol) were added 4-bromobenzylamine (75.0 g, 403 mmol), N2 sparged 2-methyltetrahydrofuran (750 mL) and N2 sparged water (750 mL). The mixture was then warmed to 80° Celsius for 15 h. The mixture was cooled to RT, the layers were separated and the organic layer was washed with brin... Reagents/catalysts: CC(C)(C)P([C]1[CH][CH][CH][CH]1)C(C)(C)C.CC(C)(C)P([C]1[CH][CH][CH][CH]1)C(C)(C)C.Cl[Pd]Cl.[Fe] ([1,1′-bis(di-tert-butylphosphino)ferrocene]dichloropalladium(II)). Isolated yield 113.0%. The product is FC(C1=CC=C(C=C1)C1=CC=C(C=C1)CN)(F)F ((4′-(Trifluoromethyl)-[1,1′-biphenyl]-4-yl)methanamine). Run at temperature 80 celsius. RXN SMILES: [F:1][C:2]([F:13])([F:12])[C:3]1[CH:8]=[CH:7][C:6](B(O)O)=[CH:5][CH:4]=1.C(=O)([O-])[O-].[K+].[K+].Br[C:21]1[CH:28]=[CH:27][C:24]([CH2:25][NH2:26])=[CH:23][CH:22]=1.N#N>CC(P(C(C)(C)C)[C]1[CH][CH][CH][CH]1)(C)C.CC(P(C(C)(C)C)[C]1[CH][CH][CH][CH]1)(C)C.Cl[Pd]Cl.[Fe]>[F:1][C:2]([F:13])([F:12])[C:3]1[CH:8]=[CH:7][C:6]([C:21]2[CH:28]=[CH:27][C:24]([CH2:25][NH2:26])=[CH:23][CH:22]=2)=[CH:5][CH:4]=1 |f:1.2.3,6.7.8.9,^1:37,38,39,40,41,51,52,53,54,55|. Starting materials: FC(C1=CC=C(C=C1)B(O)O)(F)F (4-trifluoromethylphenyl boronic acid), C([O-])([O-])=O.[K+].[K+] (potassium carbonate), BrC1=CC=C(CN)C=C1 (4-bromobenzylamine), N#N (N2). Reactants: Cc1ccccc1, O=C([O-])Cl, c1ccccc1. Yields the product O=C(Cl)Oc1ccccc1. Reaction SMILES: [CH3:5][c:6]1[cH:7][cH:8][cH:9][cH:10][cH:11]1.[Cl:1][C:2](=[O:3])[O-:4].[cH:12]1[cH:13][cH:14][cH:15][cH:16][cH:17]1>>[Cl:1][C:2]([O:3][c:6]1[cH:7][cH:8][cH:9][cH:10][cH:11]1)=[O:4]. The reactants are O1CCCC1 (tetrahydrofuran), [OH-].[Na+] (sodium hydroxide), C(=O)N1CCN(CC1)C(C1=CC=C(C=C1)OC)C1=CC=C(C=C1)OC (1-Formyl-4-bis(4-methoxyphenyl)methylpiperazine). The solvent is CO (methanol). Conditions: temperature 60 celsius, time 2 hour. The product is COC1=CC=C(C=C1)C(N1CCNCC1)C1=CC=C(C=C1)OC (1-bis(4-methoxyphenyl)methylpiperazine). Yield: 96.0%. RXN SMILES: O1CCCC1.[OH-].[Na+].C([N:10]1[CH2:15][CH2:14][N:13]([CH:16]([C:25]2[CH:30]=[CH:29][C:28]([O:31][CH3:32])=[CH:27][CH:26]=2)[C:17]2[CH:22]=[CH:21][C:20]([O:23][CH3:24])=[CH:19][CH:18]=2)[CH2:12][CH2:11]1)=O>CO>[CH3:32][O:31][C:28]1[CH:27]=[CH:26][C:25]([CH:16]([C:17]2[CH:18]=[CH:19][C:20]([O:23][CH3:24])=[CH:21][CH:22]=2)[N:13]2[CH2:14][CH2:15][NH:10][CH2:11][CH2:12]2)=[CH:30][CH:29]=1 |f:1.2|. Reported procedure: 6 ml of tetrahydrofuran, 9 ml of methanol and 9 ml of 10% aqueous sodium hydroxide were added to 1.68 g of the above-mentioned compound (2) followed by stirring for 2 hours at 60° C. After concentrating the reaction solution to roughly 10 ml and saturating it with sodium chloride, the concentrate was extracted with dichloromethane (20 ml×4). After drying with anhydrous sodium sulfate, the solvent was distilled off under reduced pressure to obtain 1.48 g of the target compound. Yield: 95% Product: COC=1C=C2C(=CN(C(C2=CC1)=O)C)C1=CC=CC=C1 (6-methoxy-2-methyl-4-phenylisoquinolin-1(2H)-one). Reaction SMILES: [CH3:1][O:2][C:3]1[CH:12]=[CH:11][C:6]([C:7]([NH:9][CH3:10])=[O:8])=[C:5]([CH:13]([C:16]2[CH:21]=[CH:20][CH:19]=[CH:18][CH:17]=2)[CH:14]=O)[CH:4]=1>P(=O)(O)(O)O>[CH3:1][O:2][C:3]1[CH:4]=[C:5]2[C:6](=[CH:11][CH:12]=1)[C:7](=[O:8])[N:9]([CH3:10])[CH:14]=[C:13]2[C:16]1[CH:21]=[CH:20][CH:19]=[CH:18][CH:17]=1. The reactants are COC1=CC(=C(C(=O)NC)C=C1)C(C=O)C1=CC=CC=C1 (4-methoxy-N-methyl-2-(2-oxo-1-phenylethyl)benzamide). Procedure details: 4-methoxy-N-methyl-2-(2-oxo-1-phenylethyl)benzamide (100 mg) was dissolved in 2 mL of phosphoric acid with gentle heating. After a solution was obtained, the reaction was partitioned between water and EtOAc. The organic solution was dried (Na2SO4) and concentrated. Flash chromatography (25% EtOAc in CH2Cl2) provided the titled compound as a white solid. Run in P(O)(O)(O)=O (phosphoric acid). Reactants: C(C)(C)C=1N=C(SC1)C1=NC2=C(C(=CC=C2C(=C1)OC1CC2C(N(CCCCC=CC3CC3(NC(C2C1)=O)C(=O)O)C)=O)OC)C (17-[2-(4-isopropylthiazole-2-yl)-7-methoxy-8-methylquinolin-4-yloxy]-13-methyl-2,14-dioxo-3,13-diazatricyclo[13.3.0.04,6]octadec-7-ene-4-carboxylic acid), C(=O)(N1C=NC=C1)N1C=NC=C1 (carbonyldiimidazole), C1(CC1)S(=O)(=O)N (cyclopropylsulfonamide), C1CCC2=NCCCN2CC1 (DBU). Solvent: C1CCOC1 (THF). Yields the product C(C)(C)C=1N=C(SC1)C1=NC2=C(C(=CC=C2C(=C1)OC1CC2C(N(CCCCC=CC3CC3(NC(C2C1)=O)C(=O)NS(=O)(=O)C1CC1)C)=O)OC)C (N-[17-[2-(4-isopropylthiazole-2-yl)-7-methoxy-8-methylquinolin-4-yloxy]-13-methyl-2,14-dioxo-3,13-diazatricyclo[13.3.0.04,6]octadec-7-ene-4-carbonyl](cyclopropyl)sulfonamide). The yield is 48.3%. RXN SMILES: [CH:1]([C:4]1[N:5]=[C:6]([C:9]2[CH:18]=[C:17]([O:19][CH:20]3[CH2:37][CH:36]4[CH:22]([C:23](=[O:43])[N:24]([CH3:42])[CH2:25][CH2:26][CH2:27][CH2:28][CH:29]=[CH:30][CH:31]5[C:33]([C:39](O)=[O:40])([NH:34][C:35]4=[O:38])[CH2:32]5)[CH2:21]3)[C:16]3[C:11](=[C:12]([CH3:46])[C:13]([O:44][CH3:45])=[CH:14][CH:15]=3)[N:10]=2)[S:7][CH:8]=1)([CH3:3])[CH3:2].C(N1C=CN=C1)(N1C=CN=C1)=O.[CH:59]1([S:62]([NH2:65])(=[O:64])=[O:63])[CH2:61][CH2:60]1.C1CCN2C(=NCCC2)CC1>C1COCC1>[CH:1]([C:4]1[N:5]=[C:6]([C:9]2[CH:18]=[C:17]([O:19][CH:20]3[CH2:37][CH:36]4[CH:22]([C:23](=[O:43])[N:24]([CH3:42])[CH2:25][CH2:26][CH2:27][CH2:28][CH:29]=[CH:30][CH:31]5[C:33]([C:39]([NH:65][S:62]([CH:59]6[CH2:61][CH2:60]6)(=[O:64])=[O:63])=[O:40])([NH:34][C:35]4=[O:38])[CH2:32]5)[CH2:21]3)[C:16]3[C:11](=[C:12]([CH3:46])[C:13]([O:44][CH3:45])=[CH:14][CH:15]=3)[N:10]=2)[S:7][CH:8]=1)([CH3:2])[CH3:3]. Reported procedure: A solution of 17-[2-(4-isopropylthiazole-2-yl)-7-methoxy-8-methylquinolin-4-yloxy]-13-methyl-2,14-dioxo-3,13-diazatricyclo[13.3.0.04,6]octadec-7-ene-4-carboxylic acid 46 (560 mg, 0.867 mmol) prepared according to Example 4, and carbonyldiimidazole (308 mg, 1.90 mmol) in dry THF (10 mL) was stirred at reflux under nitrogen for 2 h. The reaction mixture was cooled to room temperature and cyclopropylsulfonamide (400 mg, 3.301 mmol) and DBU (286 mg, 1.881 mmol) were added. This solution was heated a...